Task: describe an organic reaction: reactants, conditions, products, and yield. Dataset: the Open Reaction Database (ORD), a public repository of structured organic reaction records Reactants: C(C)(=O)C=1OC=CC1 (2-acetylfuran), FC1=CC=C(CCl)C=C1 (4-fluorobenzylchloride). The reagents and catalysts are [Cl-].[Zn+2].[Cl-] (zinc chloride). Run in C(Cl)Cl (methylene chloride). Yields the product C(C)(=O)C=1OC(=CC1)CC1=CC=C(C=C1)F (2-acetyl-5-(4-fluorobenzyl)furan). Isolated yield 42.0%. Reaction SMILES: [C:1]([C:4]1[O:5][CH:6]=[CH:7][CH:8]=1)(=[O:3])[CH3:2].[F:9][C:10]1[CH:17]=[CH:16][C:13]([CH2:14]Cl)=[CH:12][CH:11]=1>C(Cl)Cl.[Cl-].[Zn+2].[Cl-]>[C:1]([C:4]1[O:5][C:6]([CH2:14][C:13]2[CH:16]=[CH:17][C:10]([F:9])=[CH:11][CH:12]=2)=[CH:7][CH:8]=1)(=[O:3])[CH3:2] |f:3.4.5|. Procedure: To a solution of 19.71 g (0.18 mol) of 2-acetylfuran in 120 ml of methylene chloride were added 42.9 ml (2.0 eq) of 4-fluorobenzylchloride and 36.6 g (1.5 eq) of zinc chloride. The mixture was refluxed for 12 hours. The precipitated crystal was filtered and washed with methylene chloride. The obtained solid was dissolved in water and extracted with ethylacetate. The organic layer was washed with water and a diluted aqueous solution of sodium hydrogencarbonate and dried over sodium sulfate. The s... The reactants are BrC=1C(=C(C(=NC1)N)[N+](=O)[O-])N1CCN(CC1)C(C)C1=NC=CC=C1 (5-bromo-3-nitro-4-(4-(1-(pyridin-2-yl)ethyl)piperazin-1-yl)pyridin-2-amine), BrC=1C(=C(C(=NC1)N)[N+](=O)[O-])Cl (5-bromo-4-chloro-3-nitropyridin-2-amine), N1=CC(=CC=C1)C(C)N1CCN(CC1)C(=O)OC(C)(C)C (tert-butyl 4-(1-(pyridin-3-yl)ethyl)piperazine-1-carboxylate), C(=O)(C(F)(F)F)O (TFA). The solvent is CC(C)O (iPrOH), C(Cl)Cl (CH2Cl2), CCN(C(C)C)C(C)C (DIPEA). Yields the product BrC=1C(=C(C(=NC1)N)[N+](=O)[O-])N1CCN(CC1)C(C)C=1C=NC=CC1 (5-Bromo-3-nitro-4-(4-(1-(pyridin-3-yl)ethyl)piperazin-1-yl)pyridin-2-amine). Reaction SMILES: [Br:1][C:2]1[C:3]([N:12]2[CH2:17][CH2:16][N:15]([CH:18](C3C=CC=CN=3)[CH3:19])[CH2:14][CH2:13]2)=[C:4]([N+:9]([O-:11])=[O:10])[C:5]([NH2:8])=[N:6][CH:7]=1.[N:26]1[CH:31]=[CH:30][CH:29]=[C:28](C(N2CCN(C(OC(C)(C)C)=O)CC2)C)[CH:27]=1.C(O)(C(F)(F)F)=O.BrC1C(Cl)=C([N+]([O-])=O)C(N)=NC=1>CC(O)C.CCN(C(C)C)C(C)C.C(Cl)Cl>[Br:1][C:2]1[C:3]([N:12]2[CH2:13][CH2:14][N:15]([CH:18]([C:28]3[CH:27]=[N:26][CH:31]=[CH:30][CH:29]=3)[CH3:19])[CH2:16][CH2:17]2)=[C:4]([N+:9]([O-:11])=[O:10])[C:5]([NH2:8])=[N:6][CH:7]=1. Procedure details: This was prepared using the same procedure as for 5-bromo-3-nitro-4-(4-(1-(pyridin-2-yl)ethyl)piperazin-1-yl)pyridin-2-amine, but here using tert-butyl 4-(1-(pyridin-3-yl)ethyl)piperazine-1-carboxylate (1.1 eq, 0.64 mmol, 186 mg), TFA (2 mL) and CH2Cl2 (2 mL), then 5-bromo-4-chloro-3-nitropyridin-2-amine (147 mg, 0.58 mmol) in iPrOH (3 mL) and DIPEA (1.5 mL). Filtration and washing as previously described gave the product (106 mg, 41% for two steps) as a yellow solid; 1H-NMR (500 MHz, DMSO-d6) 1...